From a dataset of the Open Reaction Database (ORD), a public repository of structured organic reaction records. describe an organic reaction: reactants, conditions, products, and yield Reactants: C(C)(C)(C)OC(=O)N1C=C(C2=CC=C(C=C12)[N+](=O)[O-])CCl (1-(tert-Butyloxycarbonyl)-3-chloromethyl-6-nitroindole). The solvent is Cl (HCl). The product is ClCC1CNC2=CC(=CC=C12)[N+](=O)[O-] (3-(chloromethyl)-6-nitroindoline). RXN SMILES: C(OC([N:8]1[C:16]2[C:11](=[CH:12][CH:13]=[C:14]([N+:17]([O-:19])=[O:18])[CH:15]=2)[C:10]([CH2:20][Cl:21])=[CH:9]1)=O)(C)(C)C>Cl>[Cl:21][CH2:20][CH:10]1[C:11]2[C:16](=[CH:15][C:14]([N+:17]([O-:19])=[O:18])=[CH:13][CH:12]=2)[NH:8][CH2:9]1. Procedure details: 1-(tert-Butyloxycarbonyl)-3-chloromethyl-6-nitroindole (156 mg, 0.50 mmol) was stirred in HCl-saturated dioxane (5 mL) at 20° C. for 2 h, and the mixture was then evaporated to dryness under high vacuum below 25° C. to give crude 3-chloromethyl-6-nitroindoline (6). Acid 11 (135 mg, 0.50 mmol), EDCI.HCl (240 mg, 1.25 mmol) and DMA (1.5 mL) were then added in sequential fashion and the mixture was stirred at 20° C. for 2 h. Dilution with water provided the crude product which was recrystallised tw... Reactants: CC(C(C#C)O)=CCC#C (4-methylocta-4-ene-1,7-diyne-3-ol), C(C)(C)C(C(=O)Cl)C1=CC(=C(C=C1)Cl)Cl (α-isopropyl-3,4-dichlorophenylacetyl chloride), N1=CC=CC=C1 (pyridine). Product: C(C)(C)C(C(=O)OC(C#C)C(=CCC#C)C)C1=CC(=C(C=C1)Cl)Cl (4-methylocta-4-ene-1,7-diyne-3-yl α-isopropyl-3,4-dichlorophenylacetate). Isolated yield 87.5%. As a reaction SMILES: [CH3:1][C:2](=[CH:7][CH2:8][C:9]#[CH:10])[CH:3]([OH:6])[C:4]#[CH:5].[CH:11]([CH:14]([C:18]1[CH:23]=[CH:22][C:21]([Cl:24])=[C:20]([Cl:25])[CH:19]=1)[C:15](Cl)=[O:16])([CH3:13])[CH3:12].N1C=CC=CC=1>>[CH:11]([CH:14]([C:18]1[CH:23]=[CH:22][C:21]([Cl:24])=[C:20]([Cl:25])[CH:19]=1)[C:15]([O:6][CH:3]([C:2]([CH3:1])=[CH:7][CH2:8][C:9]#[CH:10])[C:4]#[CH:5])=[O:16])([CH3:13])[CH3:12]. Reported procedure: By the same procedure as in Example 1, 1.22 g (10.0 millimoles) of 4-methylocta-4-ene-1,7-diyne-3-ol, 2.66 g (10.0 millimoles) of α-isopropyl-3,4-dichlorophenylacetyl chloride and 1.58 g (20.0 millimoles) of pyridine are reacted, followed by purification on silica gel column. Thus, 3.18 g of the objective ester is obtained as a pale yellow oily substance (87.5% of theoretical yield). nD24.0 1.5314 Reaction conditions: time 1 hour. The product is NC(C(=O)OCC)CC(CC(C(=O)OCC)NC=O)=C (Diethyl 2-amino-6-formamido-4-methylene-heptanedioate). The reactants are solution, Cl (hydrochloric acid), C(C)(C)(C)OC(=O)NC(CC(CC(C(=O)OCC)NC=O)=C)C(=O)OCC (Diethyl 6-(tert-butoxycarbonylamino)-2-formamido-4-methylene-heptanedioate). RXN SMILES: Cl.C([O:6][C:7]([NH:9][CH:10]([C:24]([O:26][CH2:27][CH3:28])=[O:25])[CH2:11][C:12](=[CH2:23])[CH2:13][CH:14]([NH:20]C=O)[C:15]([O:17][CH2:18][CH3:19])=[O:16])=O)(C)(C)C>CCOCC.C(Cl)Cl>[NH2:20][CH:14]([CH2:13][C:12](=[CH2:23])[CH2:11][CH:10]([NH:9][CH:7]=[O:6])[C:24]([O:26][CH2:27][CH3:28])=[O:25])[C:15]([O:17][CH2:18][CH3:19])=[O:16]. Procedure details: 100 ml of a solution of 2.6N hydrochloric acid in anhydrous ether were added to a solution of 6.4 g of the product of Step F in 200 ml of methylene chloride and after stirring at room temperature for one hour, nitrogen was bubbled therethrough The mixture was evaporated to dryness under reduced pressure at 30° C. and the residue was taken up in methylene chloride. The mixture was neutralized and evaporated to dryness to obtain 4.6 g of raw product. The latter was chromatographed over silica and ... Run in CCOCC (ether), C(Cl)Cl (methylene chloride). The reactants are O.[OH-].[Li+] (Lithium hydroxide monohydrate), COC(CCC=1C=NC(=CC1)C(F)(F)F)=O (3-(6-trifluoromethyl-pyridin-3-yl)-propionic acid methyl ester), C(Cl)Cl (DCM), Cl (HCl). The solvent is C1CCOC1 (THF), O (water). Reaction conditions: time 20 hour. The product is FC(C1=CC=C(C=N1)CCC(=O)O)(F)F (3-(6-trifluoromethyl-pyridin-3-yl)-propionic acid). Reaction SMILES: O.[OH-].[Li+].C[O:5][C:6](=[O:19])[CH2:7][CH2:8][C:9]1[CH:10]=[N:11][C:12]([C:15]([F:18])([F:17])[F:16])=[CH:13][CH:14]=1.C(Cl)Cl.Cl>C1COCC1.O>[F:17][C:15]([F:16])([F:18])[C:12]1[N:11]=[CH:10][C:9]([CH2:8][CH2:7][C:6]([OH:19])=[O:5])=[CH:14][CH:13]=1 |f:0.1.2|. Procedure details: Lithium hydroxide monohydrate (330 mg) is added in one portion to a solution of 3-(6-trifluoromethyl-pyridin-3-yl)-propionic acid methyl ester (610 mg) in a mixture of THF (15 mL) and water (5 mL). The mixture is stirred for 20 h at RT. DCM and aqueous HCl (1.0 M) are added, the layers are separated and the aqueous layer is extracted twice with DCM. The combined organic extracts are dried over MgSO4 and concentrated in vacuo to give the desired propionic acid as a beige solid. Reactants: CN1C(C(NC2=CC(=CC=C12)[N+](=O)[O-])=O)=O (1-methyl-6-nitroquinoxaline-2,3(1H,4H)-dione), Cl (hydrochloric acid). Reagents/catalysts: Pd-c. Run in CN(C=O)C (dimethylformamide). Product: Cl.NC=1C=C2NC(C(N(C2=CC1)C)=O)=O (6-amino-1-methyl-quinoxaline-2,3(1H,4H)-dione hydrochloride). Isolated yield 98.0%. Reaction SMILES: [CH3:1][N:2]1[C:11]2[C:6](=[CH:7][C:8]([N+:12]([O-])=O)=[CH:9][CH:10]=2)[NH:5][C:4](=[O:15])[C:3]1=[O:16].[ClH:17]>CN(C)C=O>[ClH:17].[NH2:12][C:8]1[CH:7]=[C:6]2[C:11](=[CH:10][CH:9]=1)[N:2]([CH3:1])[C:3](=[O:16])[C:4](=[O:15])[NH:5]2 |f:3.4|. Procedure details: A solution of 0.5 g (2.3 mmol) 1-methyl-6-nitroquinoxaline-2,3(1H,4H)-dione in 25 ml dimethylformamide was hydrogenated at atm. pressure by using 5% Pd-c (0.1 g) as a catalyst. The reaction mixture was added 1 ml 4N hydrochloric acid, filtered and evaporated in vacuo. The residue was stirred with ethyl acetate. The precipitate was filtered off to give 0.5 g (98%) of 6-amino-1-methyl-quinoxaline-2,3(1H,4H)-dione hydrochloride. NMR (DMSO-d6 +D2O): 7.3 (1H, d), 7.13 (1H, s), 7.1 (1H, d), 3.5 (3H, s... The reactants are COc1ccc(C(=O)OC(C(=O)O)(C(=O)c2ccc(OC)cc2)C(O)C(=O)O)cc1, COc1ccc(-n2cnnn2)cc1C(=O)Cl, CCOC(C)=O, [Na+], [Na+], O=C([O-])[O-], O, OCCC1(c2ccccc2)CCNC1. RXN SMILES: [C:1]([O:2][C:3]([C:4](=[O:5])[c:6]1[cH:7][cH:8][c:9]([O:10][CH3:11])[cH:12][cH:13]1)([CH:14]([C:15]([OH:16])=[O:17])[OH:18])[C:19]([OH:20])=[O:21])(=[O:22])[c:23]1[cH:24][cH:25][c:26]([O:27][CH3:28])[cH:29][cH:30]1.[CH3:51][O:52][c:53]1[c:54]([C:55](=[O:56])[Cl:57])[cH:58][c:59](-[n:62]2[n:63][n:64][n:65][cH:66]2)[cH:60][cH:61]1.[CH3:67][CH2:68][O:69][C:70](=[O:71])[CH3:72].[Na+:45].[Na+:46].[O-:47][C:48](=[O:49])[O-:50].[OH2:73].[c:31]1([C:37]2([CH2:42][CH2:43][OH:44])[CH2:38][NH:39][CH2:40][CH2:41]2)[cH:32][cH:33][cH:34][cH:35][cH:36]1>>[c:31]1([C:37]2([CH2:42][CH2:43][OH:44])[CH2:38][N:39]([C:55]([c:54]3[c:53]([O:52][CH3:51])[cH:61][cH:60][c:59](-[n:62]4[n:63][n:64][n:65][cH:66]4)[cH:58]3)=[O:56])[CH2:40][CH2:41]2)[cH:32][cH:33][cH:34][cH:35][cH:36]1. The product is COc1ccc(-n2cnnn2)cc1C(=O)N1CCC(CCO)(c2ccccc2)C1. Reactants: C1CCOC1, Cl, [N-]=[N+]=NCc1ccc(-c2nn(Cc3ccccc3)c3ccccc23)o1, O, c1ccc(P(c2ccccc2)c2ccccc2)cc1. Yields the product NCc1ccc(-c2nn(Cc3ccccc3)c3ccccc23)o1. As a reaction SMILES: [CH2:47]1[O:48][CH2:49][CH2:50][CH2:51]1.[ClH:46].[N:1](=[N+:2]=[N-:3])[CH2:4][c:5]1[cH:6][cH:7][c:8](-[c:10]2[n:11][n:12]([CH2:19][c:20]3[cH:21][cH:22][cH:23][cH:24][cH:25]3)[c:13]3[cH:14][cH:15][cH:16][cH:17][c:18]23)[o:9]1.[OH2:45].[c:26]1([P:27]([c:28]2[cH:29][cH:30][cH:31][cH:32][cH:33]2)[c:34]2[cH:35][cH:36][cH:37][cH:38][cH:39]2)[cH:40][cH:41][cH:42][cH:43][cH:44]1>>[NH2:1][CH2:4][c:5]1[cH:6][cH:7][c:8](-[c:10]2[n:11][n:12]([CH2:19][c:20]3[cH:21][cH:22][cH:23][cH:24][cH:25]3)[c:13]3[cH:14][cH:15][cH:16][cH:17][c:18]23)[o:9]1. Starting materials: C, CO, COC(=O)C=Cc1cccc(S(C)(=O)=O)c1, [Pd]. Yields the product COC(=O)CCc1cccc(S(C)(=O)=O)c1. Reaction SMILES: [C:17].[CH3:19][OH:20].[CH3:1][O:2][C:3]([CH:4]=[CH:5][c:6]1[cH:7][c:8]([S:12](=[O:13])(=[O:14])[CH3:15])[cH:9][cH:10][cH:11]1)=[O:16].[Pd:18]>>[CH3:1][O:2][C:3]([CH2:4][CH2:5][c:6]1[cH:7][c:8]([S:12](=[O:13])(=[O:14])[CH3:15])[cH:9][cH:10][cH:11]1)=[O:16]. Starting materials: COC(=O)C(CC1CCOC1)c1ccc(S(C)(=O)=O)c(Cl)c1, CCO, [K+], [OH-], O. Yields the product CS(=O)(=O)c1ccc(C(CC2CCOC2)C(=O)O)cc1Cl. Reaction SMILES: [CH3:1][O:2][C:3]([CH:4]([CH2:5][CH:6]1[CH2:7][O:8][CH2:9][CH2:10]1)[c:11]1[cH:12][c:13]([Cl:21])[c:14]([S:17](=[O:18])(=[O:19])[CH3:20])[cH:15][cH:16]1)=[O:22].[CH3:25][CH2:26][OH:27].[K+:24].[OH-:23].[OH2:28]>>[O:2]=[C:3]([CH:4]([CH2:5][CH:6]1[CH2:7][O:8][CH2:9][CH2:10]1)[c:11]1[cH:12][c:13]([Cl:21])[c:14]([S:17](=[O:18])(=[O:19])[CH3:20])[cH:15][cH:16]1)[OH:22]. Starting materials: C(#N)C1=NC(=C(C2=C1C(=NO2)C2=CC=C(C=C2)OC)O)C(=O)OCC (Ethyl 4-cyano-7-hydroxy-3-(4-methoxyphenyl)isoxazolo[4,5-c]pyridine-6-carboxylate), NCC(=O)O (glycine), C[O-].[Na+] (sodium methoxide), Cl (hydrochloric acid). The solvent is C([O-])(O)=O.[Na+] (sodium bicarbonate). Yields the product C(#N)C1=NC(=C(C2=C1C(=NO2)C2=CC=C(C=C2)OC)O)C(=O)NCC(=O)O ({[4-Cyano-7-hydroxy-3-(4-methoxy-phenyl)-isoxazolo[4,5-c]pyridine-6-carbonyl]-amino}-acetic acid). Isolated yield 71.6%. Reaction SMILES: [C:1]([C:3]1[C:8]2[C:9]([C:12]3[CH:17]=[CH:16][C:15]([O:18][CH3:19])=[CH:14][CH:13]=3)=[N:10][O:11][C:7]=2[C:6]([OH:20])=[C:5]([C:21](OCC)=[O:22])[N:4]=1)#[N:2].[NH2:26][CH2:27][C:28]([OH:30])=[O:29].C[O-].[Na+].Cl>C(=O)(O)[O-].[Na+]>[C:1]([C:3]1[C:8]2[C:9]([C:12]3[CH:17]=[CH:16][C:15]([O:18][CH3:19])=[CH:14][CH:13]=3)=[N:10][O:11][C:7]=2[C:6]([OH:20])=[C:5]([C:21]([NH:26][CH2:27][C:28]([OH:30])=[O:29])=[O:22])[N:4]=1)#[N:2] |f:2.3,5.6|. Reported procedure: Ethyl 4-cyano-7-hydroxy-3-(4-methoxyphenyl)isoxazolo[4,5-c]pyridine-6-carboxylate (86 mg, 0.254 mmol) and glycine (381 mg, 5.07 mmol) were added to sodium methoxide solution (7.6 mL, 3.80 mmol, 0.5 M in MeOH) and the mixture was refluxed for 3 days. The mixture was cooled to room temperature and 0.25 M hydrochloric acid was added until pH was 3. The precipitate was isolated by filtration and dried under vacuum to give 75 mg of crude solid. The solid was dissolved in 200 mL of saturated sodium bi...